This data is from the Open Reaction Database (ORD), a public repository of structured organic reaction records. The task is: describe an organic reaction: reactants, conditions, products, and yield Reactants: C1(CC1)C(C(=O)OC)C1=CC=C(C=C1)Cl (methyl 2-cyclopropyl-2-(4-chlorophenyl)acetate), [OH-].[Na+] (sodium hydroxide). The solvent is CO (methanol), O (water). Reaction conditions: time 18 hour. The product is C1(CC1)C(C(=O)O)C1=CC=C(C=C1)Cl (2-cyclopropyl-2-(4-chlorophenyl)acetic acid). Yield: 60.6%. As a reaction SMILES: [CH:1]1([CH:4]([C:9]2[CH:14]=[CH:13][C:12]([Cl:15])=[CH:11][CH:10]=2)[C:5]([O:7]C)=[O:6])[CH2:3][CH2:2]1.[OH-].[Na+]>CO.O>[CH:1]1([CH:4]([C:9]2[CH:14]=[CH:13][C:12]([Cl:15])=[CH:11][CH:10]=2)[C:5]([OH:7])=[O:6])[CH2:3][CH2:2]1 |f:1.2|. Procedure details: A mixture of 13.0 grams (0.058 mole) of methyl 2-cyclopropyl-2-(4-chlorophenyl)acetate and 5.0 grams of an aqueous, 50% sodium hydroxide solution in 50 mL of methanol was stirred at ambient temperature for 18 hours. The reaction mixture was diluted with 150 mL of water, and the solution was decanted from a solid residue. The liquid portion was washed with three portions of diethyl ether. The combined ether washes were, in turn, washed with an aqueous, dilute sodium hydroxide solution. The combin...